Dataset: the Open Reaction Database (ORD), a public repository of structured organic reaction records. Task: describe an organic reaction: reactants, conditions, products, and yield Reactants: CC(C)(C)[Si](C)(C)Cl, OCCCCO, CCOCC, ClCCl, CN(C)C=O, O, c1c[nH]cn1. The product is CC(C)(C)[Si](C)(C)OCCCCO. As a reaction SMILES: [C:12]([CH3:13])([CH3:14])([CH3:15])[Si:16]([CH3:17])([CH3:18])[Cl:19].[CH2:6]([CH2:7][CH2:8][CH2:9][OH:10])[OH:11].[CH3:20][CH2:21][O:22][CH2:23][CH3:24].[Cl:30][CH2:31][Cl:32].[O:25]=[CH:26][N:27]([CH3:28])[CH3:29].[OH2:33].[nH:1]1[cH:2][cH:3][n:4][cH:5]1>>[CH2:6]([CH2:7][CH2:8][CH2:9][O:10][Si:16]([C:12]([CH3:13])([CH3:14])[CH3:15])([CH3:17])[CH3:18])[OH:11].